From a dataset of the Open Reaction Database (ORD), a public repository of structured organic reaction records. describe an organic reaction: reactants, conditions, products, and yield The reactants are CS(C)=O, ClCCl, O=[N+]([O-])c1cc(C(F)(F)F)ccc1F, [Li+], N#Cc1c(N)sc2ccccc12, [OH-], O. Yields the product N#Cc1c(Nc2ccc(C(F)(F)F)cc2[N+](=O)[O-])sc2ccccc12. Reaction SMILES: [CH3:30][S:31]([CH3:32])=[O:33].[Cl:34][CH2:35][Cl:36].[F:13][c:14]1[c:15]([N+:24](=[O:25])[O-:26])[cH:16][c:17]([C:20]([F:21])([F:22])[F:23])[cH:18][cH:19]1.[Li+:27].[NH2:1][c:2]1[c:3]([C:11]#[N:12])[c:4]2[c:5]([s:6]1)[cH:7][cH:8][cH:9][cH:10]2.[OH-:28].[OH2:29]>>[NH:1]([c:2]1[c:3]([C:11]#[N:12])[c:4]2[c:5]([s:6]1)[cH:7][cH:8][cH:9][cH:10]2)[c:14]1[c:15]([N+:24](=[O:25])[O-:26])[cH:16][c:17]([C:20]([F:21])([F:22])[F:23])[cH:18][cH:19]1. Reactants: CB1OC([C@@H]2N1CCC2)(C2=CC=CC=C2)C2=CC=CC=C2 ((R)-tetrahyro-1-methyl-3,3-diphenyl-1H,3H-pyrrolo[1,2-c] [1,3,2]-oxazaborole), C(C1=CC=CC=C1)OC1=CC=C(C2=C1NC(S2)=O)C(CBr)=O (4-(benzyloxy)-7-(bromoacetyl)-1,3-benzothiazol-2(3H)-one), B.CSC (borane methyl sulfide), B.CSC (Borane methyl sulfide). Run in C1(=CC=CC=C1)C (toluene), C1CCOC1 (THF), C1CCOC1 (THF). Run at time 72 hour. The product is C(C1=CC=CC=C1)OC1=CC=C(C2=C1NC(S2)=O)[C@H](CBr)O (4-(Benzyloxy)-7-[(1R)-2-bromo-1-hydroxyethyl]-1,3-benzothiazol-2(3H)-one). Isolated yield 69.8%. Reaction SMILES: CB1N2CCC[C@@H]2C(C2C=CC=CC=2)(C2C=CC=CC=2)O1.B.CSC.[CH2:26]([O:33][C:34]1[C:39]2[NH:40][C:41](=[O:43])[S:42][C:38]=2[C:37]([C:44](=[O:47])[CH2:45][Br:46])=[CH:36][CH:35]=1)[C:27]1[CH:32]=[CH:31][CH:30]=[CH:29][CH:28]=1>C1(C)C=CC=CC=1.C1COCC1>[CH2:26]([O:33][C:34]1[C:39]2[NH:40][C:41](=[O:43])[S:42][C:38]=2[C:37]([C@@H:44]([OH:47])[CH2:45][Br:46])=[CH:36][CH:35]=1)[C:27]1[CH:32]=[CH:31][CH:30]=[CH:29][CH:28]=1 |f:1.2|. Procedure details: A solution of [(R)-tetrahyro-1-methyl-3,3-diphenyl-1H,3H-pyrrolo[1,2-c] [1,3,2]-oxazaborole] (22 μl of 1M in toluene) in dry THF(1 ml) was cooled to −5° C., stirring under nitrogen. Borane-methyl sulfide complex (2M solution in THF, 11 μl) was added and stirred for 10 min at −5° C. A solution of 4-(benzyloxy)-7-(bromoacetyl)-1,3-benzothiazol-2(3H)-one (47 mg) in dry THF (1.5 ml) was added dropwise and then another 66 μl of borane-methyl sulfide complex (2M solution in THF). The reaction mixture ... Reactants: Cl (HCl), C(C1=CC=CC=C1)OC1=C(N(C=CC1=O)CCO)C(C1=CC=C(C=C1)[N+](=O)[O-])O (3-benzyloxy-1-(2-hydroxy-ethyl)-2-[hydroxy-(4-nitro-phenyl)-methyl]-1H-pyridin-4-one). Run in C1(=CC=CC=C1)C (toluene). Run at temperature 100 celsius, time 45 minute. The product is Cl.OC1=C(N(C=CC1=O)CCO)C(C1=CC=C(C=C1)[N+](=O)[O-])O (3-hydroxy-1-(2-hydroxy-ethyl)-2-[hydroxy-(4-nitro-phenyl)-methyl]-1H-pyridin-4-one hydrochloride). Reaction SMILES: [ClH:1].C([O:9][C:10]1[C:15](=[O:16])[CH:14]=[CH:13][N:12]([CH2:17][CH2:18][OH:19])[C:11]=1[CH:20]([OH:30])[C:21]1[CH:26]=[CH:25][C:24]([N+:27]([O-:29])=[O:28])=[CH:23][CH:22]=1)C1C=CC=CC=1>C1(C)C=CC=CC=1>[ClH:1].[OH:9][C:10]1[C:15](=[O:16])[CH:14]=[CH:13][N:12]([CH2:17][CH2:18][OH:19])[C:11]=1[CH:20]([OH:30])[C:21]1[CH:26]=[CH:25][C:24]([N+:27]([O-:29])=[O:28])=[CH:23][CH:22]=1 |f:3.4|. Procedure: 1.9 ml of 37% conc. HCl are poured over 0.19 g of 3-benzyloxy-1-(2-hydroxy-ethyl)-2-[hydroxy-(4-nitro-phenyl)-methyl]-1H-pyridin-4-one. The mixture is heated with stirring at 100° C. for 45 minutes. 20 ml of toluene are added and distillation is carried out at a bath temperature of 50° C. and under a pressure of 60 mbar using a rotary evaporator. The addition of toluene and the distillation are repeated four times. The crystalline residue is recrystallised from ethanol, yielding 3-hydroxy-1-(2-h... The reactants are COC(C(CSC1=CC=C(C=C1)F)NC(=O)OC(C)(C)C)=O (2-tert-butoxycarbonylamino-3-(4-fluoro-phenylsulfanyl)-propionic acid methyl ester), [OH-].[Na+] (sodium hydroxide). The solvent is CO (methanol). Reaction conditions: time 2 hour. Yields the product C(C)(C)(C)OC(=O)NC(C(=O)O)CSC1=CC=C(C=C1)F (2-tert-Butoxycarbonylamino-3-(4-fluoro-phenylsulfanyl)-propionic Acid). RXN SMILES: C[O:2][C:3](=[O:22])[CH:4]([NH:14][C:15]([O:17][C:18]([CH3:21])([CH3:20])[CH3:19])=[O:16])[CH2:5][S:6][C:7]1[CH:12]=[CH:11][C:10]([F:13])=[CH:9][CH:8]=1.[OH-].[Na+]>CO>[C:18]([O:17][C:15]([NH:14][CH:4]([CH2:5][S:6][C:7]1[CH:12]=[CH:11][C:10]([F:13])=[CH:9][CH:8]=1)[C:3]([OH:22])=[O:2])=[O:16])([CH3:21])([CH3:19])[CH3:20] |f:1.2|. Procedure details: A suspension of 2-tert-butoxycarbonylamino-3-(4-fluoro-phenylsulfanyl)-propionic acid methyl ester (2.28 g, 6.93 mmol) in methanol (10 ml) was vigorously stirred at room temperature during the addition of 2N aqueous sodium hydroxide solution (7 ml, 14 mmol). The resulting mixture was stirred at room temperature for 2 hours and then concentrated in vacuo. The residue was diluted with water (65 ml) and the aqueous layer was extracted with diethyl ether (2*50 ml). The aqueous layer was acidified wi...